This data is from the Open Reaction Database (ORD), a public repository of structured organic reaction records. The task is: describe an organic reaction: reactants, conditions, products, and yield The reactants are FC(CCC=O)(F)F (4,4,4-trifluorobutyraldehyde), N1CCCC1 (pyrrolidine), O.C1(=CC=C(C=C1)S(=O)(=O)O)C (p-toluenesulfonic acid monohydrate), [S] (sulfur), N#CN (cyanamide). Product: FC(CC1=CN=C(S1)N)(F)F (5-(2,2,2-trifluoroethyl)thiazol-2-amine). Reaction SMILES: [F:1][C:2]([F:8])([F:7])[CH2:3][CH2:4][CH:5]=O.N1CCCC1.O.C1(C)C=CC([S:21](O)(=O)=O)=CC=1.[S].[N:27]#[C:28][NH2:29]>>[F:1][C:2]([F:8])([F:7])[CH2:3][C:4]1[S:21][C:28]([NH2:29])=[N:27][CH:5]=1 |f:2.3,^3:25|. Procedure: A mixture of 4,4,4-trifluorobutyraldehyde (Matrix), pyrrolidine, p-toluenesulfonic acid monohydrate, sulfur and cyanamide were processed using the method described in Example 136A to obtain the title compound. MS (ESI+) m/z 183 (M+H)+.